describe an organic reaction: reactants, conditions, products, and yield From a dataset of the Open Reaction Database (ORD), a public repository of structured organic reaction records. The reactants are COc1cc(-c2noc(C)n2)c(I)cc1OCc1ccccc1, C[Si](C)(C)[N-][Si](C)(C)C, Cc1ccccc1, CC(C)[Si](S)(C(C)C)C(C)C, [Na+]. The product is COc1cc(-c2noc(C)n2)c(S[Si](C(C)C)(C(C)C)C(C)C)cc1OCc1ccccc1. Reaction SMILES: [CH2:1]([c:2]1[cH:3][cH:4][cH:5][cH:6][cH:7]1)[O:8][c:9]1[cH:10][c:11]([I:23])[c:12](-[c:17]2[n:18][o:19][c:20]([CH3:22])[n:21]2)[cH:13][c:14]1[O:15][CH3:16].[CH3:35][Si:36]([N-:37][Si:38]([CH3:39])([CH3:40])[CH3:41])([CH3:42])[CH3:43].[CH3:45][c:46]1[cH:47][cH:48][cH:49][cH:50][cH:51]1.[CH:24]([CH3:25])([CH3:26])[Si:27]([SH:28])([CH:29]([CH3:30])[CH3:31])[CH:32]([CH3:33])[CH3:34].[Na+:44]>>[CH2:1]([c:2]1[cH:3][cH:4][cH:5][cH:6][cH:7]1)[O:8][c:9]1[cH:10][c:11]([S:28][Si:27]([CH:24]([CH3:25])[CH3:26])([CH:29]([CH3:30])[CH3:31])[CH:32]([CH3:33])[CH3:34])[c:12](-[c:17]2[n:18][o:19][c:20]([CH3:22])[n:21]2)[cH:13][c:14]1[O:15][CH3:16].